Dataset: the Open Reaction Database (ORD), a public repository of structured organic reaction records. Task: describe an organic reaction: reactants, conditions, products, and yield Starting materials: NC1=C(C(=O)NCC)C=CC(=C1Br)F (2-Amino-3-bromo-N-ethyl-4-fluorobenzamide), ClC(Cl)(OC(OC(Cl)(Cl)Cl)=O)Cl (triphosgene), O (water). Yield: 291.0%. Product: BrC=1C(=CC=C2C(N(C(NC12)=O)CC)=O)F (8-bromo-3-ethyl-7-fluoroquinazoline-2,4(1H,3H)-dione). Procedure details: A solution of 2-amino-3-bromo-N-ethyl-4-fluorobenzamide (512a, 2.00 g, 7.66 mmol) and triphosgene (Aldrich; 0.796 g, 2.68 mmol) in toluene (80 mL) was heated at 110° C. for 18 h (water-cooled reflux condenser attached to flask). The reaction mixture was then cooled to RT and concentrated in vacuo to give 8-bromo-3-ethyl-7-fluoroquinazoline-2,4(1H,3H)-dione (2.238 g, 7.80 mmol) as a light-yellow solid: m/z (ESI, +ve) 286.9/288.8 (M+H)+. This material was used directly in the subsequent transforma... Solvent: C1(=CC=CC=C1)C (toluene). Reaction SMILES: [NH2:1][C:2]1[C:12]([Br:13])=[C:11]([F:14])[CH:10]=[CH:9][C:3]=1[C:4]([NH:6][CH2:7][CH3:8])=[O:5].Cl[C:16](Cl)([O:18]C(=O)OC(Cl)(Cl)Cl)Cl.O>C1(C)C=CC=CC=1>[Br:13][C:12]1[C:11]([F:14])=[CH:10][CH:9]=[C:3]2[C:2]=1[NH:1][C:16](=[O:18])[N:6]([CH2:7][CH3:8])[C:4]2=[O:5]. The reactants are NCc1ccc(Cl)cc1, ClCCl, CCOC(=O)c1cnc2ccc(CC3CCOCC3)cc2c1O. Yields the product O=C(NCc1ccc(Cl)cc1)c1cnc2ccc(CC3CCOCC3)cc2c1O. As a reaction SMILES: [Cl:24][c:25]1[cH:26][cH:27][c:28]([CH2:29][NH2:30])[cH:31][cH:32]1.[Cl:33][CH2:34][Cl:35].[OH:1][c:2]1[c:3]([C:19](=[O:20])[O:21][CH2:22][CH3:23])[cH:4][n:5][c:6]2[cH:7][cH:8][c:9]([CH2:12][CH:13]3[CH2:14][CH2:15][O:16][CH2:17][CH2:18]3)[cH:10][c:11]12>>[OH:1][c:2]1[c:3]([C:19](=[O:20])[NH:30][CH2:29][c:28]2[cH:27][cH:26][c:25]([Cl:24])[cH:32][cH:31]2)[cH:4][n:5][c:6]2[cH:7][cH:8][c:9]([CH2:12][CH:13]3[CH2:14][CH2:15][O:16][CH2:17][CH2:18]3)[cH:10][c:11]12. Reactants: BrC=1C(=NC=C(N1)Br)NC(NCC(=O)OCC)=O (Ethyl 2-(3-(3,5-dibromopyrazin-2-yl)ureido)acetate), C(=O)(N1C=NC=C1)N1C=NC=C1 (1,1′-carbonyldiimidazole), BrC=1C(=NC=C(N1)Br)N (3,5-Dibromopyrazin-2-amine), C(=O)(N1C=NC=C1)N1C=NC=C1 (1,1′-carbonyldiimidazole), C(C)(C)N(CC)C(C)C (diisopropylethylamine), CN(C=O)C (N,N-dimethylformamide), Cl.C(C)OC(CN)=O (glycine ethyl ester hydrochloride). The solvent is O (water), O1CCOCC1 (1,4-dioxane). Run at temperature 50 celsius. The product is N=1N=C(NC1)C1=CC=C(C=C1)C1=CN=C2C(=N1)N(C(N2)=O)CC(=O)N2CCOCC2 (6-(4-(4H-1,2,4-TRIAZOL-3-YL)PHENYL)-1-(2-MORPHOLINO-2-OXOETHYL)-1H-IMIDAZO[4,5-B]PYRAZIN-2(3H)-ONE). Yield: 68.0%. RXN SMILES: Br[C:2]1[C:3]([NH:9][C:10](=[O:18])[NH:11][CH2:12][C:13]([O:15]CC)=O)=[N:4][CH:5]=[C:6](Br)[N:7]=1.BrC1[C:21]([NH2:27])=[N:22][CH:23]=[C:24](Br)N=1.C(N1[CH:39]=[CH:38]N=C1)(N1C=CN=C1)=O.[CH:40](N(C(C)C)CC)([CH3:42])[CH3:41].Cl.[CH2:50]([O:52][C:53](=O)[CH2:54][NH2:55])[CH3:51].C[N:58](C)C=O>O.O1CCOCC1>[N:24]1[N:58]=[C:21]([C:27]2[CH:39]=[CH:38][C:42]([C:6]3[N:7]=[C:2]4[N:11]([CH2:12][C:13]([N:55]5[CH2:54][CH2:53][O:52][CH2:50][CH2:51]5)=[O:15])[C:10](=[O:18])[NH:9][C:3]4=[N:4][CH:5]=3)=[CH:40][CH:41]=2)[NH:22][CH:23]=1 |f:4.5|. Procedure: Ethyl 2-(3-(3,5-dibromopyrazin-2-yl)ureido)acetate. 3,5-Dibromopyrazin-2-amine (5.00 g, 19.8 mmol), 1,1′-carbonyldiimidazole (3.37 g, 20.8 mmol), diisopropylethylamine (10.3 mL, 7.67 mmol), 1,4-dioxane (7.5 mL), and N,N-dimethylformamide (15 mL) were combined in a 100 mL round-bottom flask with a stirbar, stirred, and heated at 50° C. under a reflux condenser under nitrogen for 4.5 h. More 1,1′-carbonyldiimidazole (0.34 g, 2.08 mmol) was added and the reaction heated at 50° C. for an additional ... Starting materials: C=CC#N, NC1CCN(Cc2ccccc2)C1, CO. Yields the product N#CCCNC1CCN(Cc2ccccc2)C1. Reaction SMILES: [CH2:14]=[CH:15][C:16]#[N:17].[CH2:1]([c:2]1[cH:3][cH:4][cH:5][cH:6][cH:7]1)[N:8]1[CH2:9][CH:10]([NH2:13])[CH2:11][CH2:12]1.[CH3:18][OH:19]>>[CH2:1]([c:2]1[cH:3][cH:4][cH:5][cH:6][cH:7]1)[N:8]1[CH2:9][CH:10]([NH:13][CH2:14][CH2:15][C:16]#[N:17])[CH2:11][CH2:12]1. Reactants: O=C([O-])[O-], N#Cc1cc(Cl)ccc1[N+](=O)[O-], ClCCl, [Cs+], [Cs+], O=C(C=Cc1ccccc1)C=Cc1ccccc1, O=C1COCCN1, C1COCCO1, O=C(C=Cc1ccccc1)C=Cc1ccccc1, O=C(C=Cc1ccccc1)C=Cc1ccccc1, [Pd], [Pd], CC1(C)c2cccc(P(c3ccccc3)c3ccccc3)c2Oc2c(P(c3ccccc3)c3ccccc3)cccc21. The product is N#Cc1cc(N2CCOCC2=O)ccc1[N+](=O)[O-]. Reaction SMILES: [C:20](=[O:21])([O-:22])[O-:23].[Cl:1][c:2]1[cH:3][cH:4][c:5]([N+:10](=[O:11])[O-:12])[c:6]([C:7]#[N:8])[cH:9]1.[Cl:74][CH2:75][Cl:76].[Cs+:24].[Cs+:25].[O:115]=[C:116]([CH:117]=[CH:118][c:119]1[cH:120][cH:121][cH:122][cH:123][cH:124]1)[CH:125]=[CH:126][c:127]1[cH:128][cH:129][cH:130][cH:131][cH:132]1.[O:13]1[CH2:14][C:15](=[O:19])[NH:16][CH2:17][CH2:18]1.[O:68]1[CH2:69][CH2:70][O:71][CH2:72][CH2:73]1.[O:79]=[C:80]([CH:81]=[CH:82][c:83]1[cH:84][cH:85][cH:86][cH:87][cH:88]1)[CH:89]=[CH:90][c:91]1[cH:92][cH:93][cH:94][cH:95][cH:96]1.[O:97]=[C:98]([CH:99]=[CH:100][c:101]1[cH:102][cH:103][cH:104][cH:105][cH:106]1)[CH:107]=[CH:108][c:109]1[cH:110][cH:111][cH:112][cH:113][cH:114]1.[Pd:77].[Pd:78].[c:26]1([P:27]([c:28]2[cH:29][cH:30][cH:31][cH:32][cH:33]2)[c:34]2[c:35]3[c:59]([cH:60][cH:61][cH:62]2)[C:56]([CH3:57])([CH3:58])[c:38]2[c:37]([c:42]([P:43]([c:44]4[cH:45][cH:46][cH:47][cH:48][cH:49]4)[c:50]4[cH:51][cH:52][cH:53][cH:54][cH:55]4)[cH:41][cH:40][cH:39]2)[O:36]3)[cH:63][cH:64][cH:65][cH:66][cH:67]1>>[c:2]1([N:16]2[C:15](=[O:19])[CH2:14][O:13][CH2:18][CH2:17]2)[cH:3][cH:4][c:5]([N+:10](=[O:11])[O-:12])[c:6]([C:7]#[N:8])[cH:9]1. Reaction SMILES: [C:15](=[O:16])([O-:17])[O-:18].[CH2:1]([O:2][C:3](=[O:4])[CH:5]([Cl:6])[C:7](=[O:8])[CH3:9])[CH3:10].[CH2:21]([CH3:22])[O:23][C:24](=[O:25])[c:26]1[c:27]([CH3:31])[n:28][cH:29][o:30]1.[CH:11]([O-:12])=[O:13].[CH:33]([OH:34])=[O:35].[ClH:32].[NH4+:14].[Na+:19].[Na+:20].[Na+:38].[OH-:37].[OH2:36]>>[O:23]=[C:24]([OH:25])[c:26]1[c:27]([CH3:31])[n:28][cH:29][o:30]1. Yields the product Cc1ncoc1C(=O)O. The reactants are O=C([O-])[O-], CCOC(=O)C(Cl)C(C)=O, CCOC(=O)c1ocnc1C, O=C[O-], O=CO, Cl, [NH4+], [Na+], [Na+], [Na+], [OH-], O. As a reaction SMILES: [C:1]([C:3]1[C:12]2[C:7](=[CH:8][CH:9]=[C:10]([O:13][C:14]3[CH:19]=[CH:18][CH:17]=[CH:16][CH:15]=3)[CH:11]=2)[C:6]([OH:20])=[C:5]([C:21]([NH:23][C@H:24]([CH2:31][C:32]2[CH:37]=[CH:36][CH:35]=[CH:34][CH:33]=2)[C@@H:25]([OH:30])[C:26]([O:28]C)=[O:27])=[O:22])[N:4]=1)#[N:2].O.CCOC(C)=O.Cl>CO.[OH-].[Na+]>[C:1]([C:3]1[C:12]2[C:7](=[CH:8][CH:9]=[C:10]([O:13][C:14]3[CH:15]=[CH:16][CH:17]=[CH:18][CH:19]=3)[CH:11]=2)[C:6]([OH:20])=[C:5]([C:21]([NH:23][C@H:24]([CH2:31][C:32]2[CH:37]=[CH:36][CH:35]=[CH:34][CH:33]=2)[C@@H:25]([OH:30])[C:26]([OH:28])=[O:27])=[O:22])[N:4]=1)#[N:2] |f:5.6|. The product is C(#N)C1=NC(=C(C2=CC=C(C=C12)OC1=CC=CC=C1)O)C(=O)N[C@@H]([C@H](C(=O)O)O)CC1=CC=CC=C1 ((2R,3R)-3-(1-Cyano-4-hydroxy-7-phenoxyisoquinoline-3-carboxamido)-2-hydroxy-4-phenylbutanoic acid). Procedure details: (2R,3R)-Methyl 3-(1-cyano-4-hydroxy-7-phenoxyisoquinoline-3-carboxamido)-2-hydroxy-4-phenylbutanoate (4 mg, 0.01 mmol) was dissolved in MeOH (2 mL) and 2 N NaOH (2 mL). After stirring for 6 hours at room temperature, H2O (15 mL) and EtOAc (15 mL) were added. To the stirred mixture was added 1 N hydrochloric acid until pH was 1. The layers were separated and the aqueous layer was extracted twice with EtOAc. The combined organic layers were dried over MgSO4, concentrated, and purified by flash chr... Starting materials: Cl (hydrochloric acid), O (H2O), CCOC(=O)C (EtOAc), C(#N)C1=NC(=C(C2=CC=C(C=C12)OC1=CC=CC=C1)O)C(=O)N[C@@H]([C@H](C(=O)OC)O)CC1=CC=CC=C1 ((2R,3R)-Methyl 3-(1-cyano-4-hydroxy-7-phenoxyisoquinoline-3-carboxamido)-2-hydroxy-4-phenylbutanoate). Run in CO (MeOH), [OH-].[Na+] (NaOH). Conditions: time 6 hour. Reactants: O=C(CBr)c1cccnc1, O=C1NC(=O)c2ccccc21, CS(C)=O, Cl, [K], CN(C)C=O. The product is O=C(CN1C(=O)c2ccccc2C1=O)c1cccnc1. As a reaction SMILES: [Br:1][CH2:2][C:3](=[O:4])[c:5]1[cH:6][n:7][cH:8][cH:9][cH:10]1.[C:11]1(=[O:21])[c:12]2[c:13]([cH:17][cH:18][cH:19][cH:20]2)[C:14](=[O:16])[NH:15]1.[CH3:24][S:25]([CH3:26])=[O:27].[ClH:23].[K:22].[O:28]=[CH:29][N:30]([CH3:31])[CH3:32]>>[CH2:2]([C:3](=[O:4])[c:5]1[cH:6][n:7][cH:8][cH:9][cH:10]1)[N:15]1[C:11](=[O:21])[c:12]2[c:13]([cH:17][cH:18][cH:19][cH:20]2)[C:14]1=[O:16]. Procedure: Compound 359 was prepared as a white solid (TFA salt) from compound 4 and compound 360 using chemistry similar to that described in example 200. 1H NMR (500 MHz, CD3OD) δ ppm 9.59 (1 H, s), 9.29 (1 H, s), 8.72-8.78 (2 H, m), 8.63-8.66 (1 H, m), 8.61 (1 H, d), 8.22 (1 H, dd, J=8.8, 2.4 Hz), 5.51 (1 H, quin, J=8.9 Hz), 3.37 (8 H, s), 2.46-2.60 (2 H, m), 2.13-2.34 (4 H, m), 1.87-2.01 (2 H, m). LCMS-ESI (POS), M/Z, M+1. Found 478.9. As a reaction SMILES: C(O)(C(F)(F)F)=O.[CH:8]1([N:13]2[C:17]3[N:18]=[C:19]([NH2:22])[N:20]=[CH:21][C:16]=3[C:15]3[CH:23]=[CH:24][N:25]=[CH:26][C:14]2=3)[CH2:12][CH2:11][CH2:10][CH2:9]1.Cl[C:28]1[N:33]=[CH:32][C:31]([S:34]([N:37]2[CH2:42][CH2:41][N:40](C(OC(C)(C)C)=O)[CH2:39][CH2:38]2)(=[O:36])=[O:35])=[CH:30][CH:29]=1>>[CH:8]1([N:13]2[C:17]3[N:18]=[C:19]([NH:22][C:28]4[CH:29]=[CH:30][C:31]([S:34]([N:37]5[CH2:38][CH2:39][NH:40][CH2:41][CH2:42]5)(=[O:36])=[O:35])=[CH:32][N:33]=4)[N:20]=[CH:21][C:16]=3[C:15]3[CH:23]=[CH:24][N:25]=[CH:26][C:14]2=3)[CH2:9][CH2:10][CH2:11][CH2:12]1. The product is C1(CCCC1)N1C2=C(C3=C1N=C(N=C3)NC3=NC=C(C=C3)S(=O)(=O)N3CCNCC3)C=CN=C2 (9-Cyclopentyl-N-(5-(1-piperazinylsulfonyl)-2-pyridinyl)-9H-pyrido[4′,3′:4,5]-pyrrolo[2,3-d]pyrimidin-2-amine). The reactants are C(=O)(C(F)(F)F)O (TFA), C1(CCCC1)N1C2=C(C3=C1N=C(N=C3)N)C=CN=C2 (9-Cyclopentyl-9H-pyrido[4′,3′:4,5]pyrrolo[2,3-d]pyrimidin-2-amine), ClC1=CC=C(C=N1)S(=O)(=O)N1CCN(CC1)C(=O)OC(C)(C)C (tert-Butyl 4-((6-chloro-3-pyridinyl)sulfonyl)-1-piperazinecarboxylate). The reagents and catalysts are [I-] (iodide), [Cu](I)I (copper iodide). Reaction SMILES: [Mg].Br[C:3]1[CH:8]=[CH:7][C:6]([CH2:9][CH3:10])=[CH:5]C=1.Cl[CH2:12]C(C)=C.[Cl-].[NH4+].S([O-])([O-])(=O)=O.[Na+].[Na+].O1[CH2:29][CH2:28][CH2:27][CH2:26]1>[Cu](I)I.[I-]>[CH2:27]([C:28]1[CH:29]=[CH:5][C:6]([CH2:7][C:8]([CH3:3])=[CH2:12])=[CH:9][CH:10]=1)[CH3:26] |f:3.4,5.6.7|. Reaction conditions: time 30 minute. Yields the product C(C)C1=CC=C(C=C1)CC(=C)C (1-ethyl-4-(2-methylallyl)benzene). The reactants are [Mg] (magnesium), O1CCCC1 (tetrahydrofuran), ClCC(=C)C (3-chloro-2-methyl-1-propene), [Cl-].[NH4+] (ammonium chloride), S(=O)(=O)([O-])[O-].[Na+].[Na+] (sodium sulfate), BrC1=CC=C(C=C1)CC (1-bromo-4-ethylbenzene), O1CCCC1 (tetrahydrofuran). Procedure: Under nitrogen atmosphere, tetrahydrofuran (KANTO, 8.1 mL) was added to magnesium (WAKO, 263 mg) and iodide (WAKO, 1 mg), followed with addition of tetrahydrofuran (KANTO, 5.5 mL) solution comprising 1-bromo-4-ethylbenzene (TCI, 2.0 g). The mixture was stirred at room temperature for 30 minutes. The reaction solution was cooled to 0° C. and added with copper iodide (WAKO, 205 mg) and 3-chloro-2-methyl-1-propene (WAKO, 1.32 mL) followed by stirring at room temperature for 1 hour and 30 minutes. T...